This data is from the Open Reaction Database (ORD), a public repository of structured organic reaction records. The task is: describe an organic reaction: reactants, conditions, products, and yield Reactants: O (Water), ClC1=NC2=CC=C(C=C2C(=N1)NC)C1=CC(=CC=C1)OC (2-chloro-6-(3-methoxyphenyl)-N-methylquinazolin-4-amine), N1=CN=CC(=C1)B(O)O (pyrimidine-5-boronic acid), C([O-])([O-])=O.[K+].[K+] (potassium carbonate), O (water). The reagents and catalysts are Cl[Pd]([P](C1=CC=CC=C1)(C2=CC=CC=C2)C3=CC=CC=C3)([P](C4=CC=CC=C4)(C5=CC=CC=C5)C6=CC=CC=C6)Cl (dichlorobis(triphenylphosphine)palladium). Run in COCCOC (DME), CCO (EtOH). Yields the product COC=1C=C(C=CC1)C=1C=C2C(=NC(=NC2=CC1)C=1C=NC=NC1)NC (6-(3-methoxyphenyl)-N-methyl-2-(pyrimidin-5-yl)quinazolin-4-amine). Isolated yield 38.2%. RXN SMILES: Cl[C:2]1[N:11]=[C:10]([NH:12][CH3:13])[C:9]2[C:4](=[CH:5][CH:6]=[C:7]([C:14]3[CH:19]=[CH:18][CH:17]=[C:16]([O:20][CH3:21])[CH:15]=3)[CH:8]=2)[N:3]=1.[N:22]1[CH:27]=[C:26](B(O)O)[CH:25]=[N:24][CH:23]=1.C(=O)([O-])[O-].[K+].[K+].O>COCCOC.CCO.Cl[Pd](Cl)([P](C1C=CC=CC=1)(C1C=CC=CC=1)C1C=CC=CC=1)[P](C1C=CC=CC=1)(C1C=CC=CC=1)C1C=CC=CC=1>[CH3:21][O:20][C:16]1[CH:15]=[C:14]([C:7]2[CH:8]=[C:9]3[C:4](=[CH:5][CH:6]=2)[N:3]=[C:2]([C:26]2[CH:27]=[N:22][CH:23]=[N:24][CH:25]=2)[N:11]=[C:10]3[NH:12][CH3:13])[CH:19]=[CH:18][CH:17]=1 |f:2.3.4,^1:49,68|. Procedure details: In a 10 mL microwave vial was added 2-chloro-6-(3-methoxyphenyl)-N-methylquinazolin-4-amine (0.080 g, 0.267 mmol), pyrimidine-5-boronic acid (0.099 g, 0.801 mmol), dichlorobis(triphenylphosphine)palladium (II) (Pd(PPh3)2Cl2) (9.37 mg, 0.013 mmol), and potassium carbonate (0.111 g, 0.801 mmol) in DME (3 mL), EtOH (1.286 mL), and water (0.857 mL) to give a yellow suspension. The vial was irradiated at 120° C. for 15 min under argon. Water (10 rill) was added to the mixture and extracted with ethyl...